This data is from the Open Reaction Database (ORD), a public repository of structured organic reaction records. The task is: describe an organic reaction: reactants, conditions, products, and yield Reaction SMILES: [C:1](=[O:2])([OH:3])[CH2:4][c:5]1[c:6]([C:7](=[O:8])[OH:9])[cH:10][cH:11][c:12]([N+:14](=[O:15])[O-:16])[cH:13]1.[CH3:17][C:18]([O:19][C:20](=[O:21])[CH3:22])=[O:23].[CH3:24][c:25]1[cH:26][cH:27][cH:28][cH:29][cH:30]1>>[C:1]1(=[O:2])[CH2:4][c:5]2[c:6]([cH:10][cH:11][c:12]([N+:14](=[O:15])[O-:16])[cH:13]2)[C:7](=[O:9])[O:8]1. Starting materials: O=C(O)Cc1cc([N+](=O)[O-])ccc1C(=O)O, CC(=O)OC(C)=O, Cc1ccccc1. Yields the product O=C1Cc2cc([N+](=O)[O-])ccc2C(=O)O1.